Dataset: the Open Reaction Database (ORD), a public repository of structured organic reaction records. Task: describe an organic reaction: reactants, conditions, products, and yield Reactants: [Li+].[OH-] (LiOH), CC(CN(C(=O)N[C@H](C(=O)OCC)CCCCCC=C)C)(CC=C)C (ethyl (2S)-2-({[(2,2-dimethylpent-4-en-1-yl)(methyl)amino]carbonyl}amino)non-8-enoate). Run in CO (MeOH), O (water), C1CCOC1 (THF). Run at time 3 hour. The product is CC(CN(C(=O)N[C@H](C(=O)O)CCCCCC=C)C)(CC=C)C ((2S)-2-({[(2,2-Dimethylpent-4-en-1-yl)(methyl)amino]carbonyl}amino)non-8-enoic acid). Reaction SMILES: [Li+].[OH-].[CH3:3][C:4]([CH3:27])([CH2:24][CH:25]=[CH2:26])[CH2:5][N:6]([CH3:23])[C:7]([NH:9][C@@H:10]([CH2:16][CH2:17][CH2:18][CH2:19][CH2:20][CH:21]=[CH2:22])[C:11]([O:13]CC)=[O:12])=[O:8]>CO.O.C1COCC1>[CH3:3][C:4]([CH3:27])([CH2:24][CH:25]=[CH2:26])[CH2:5][N:6]([CH3:23])[C:7]([NH:9][C@@H:10]([CH2:16][CH2:17][CH2:18][CH2:19][CH2:20][CH:21]=[CH2:22])[C:11]([OH:13])=[O:12])=[O:8] |f:0.1|. Reported procedure: LiOH (66 mmol) was added to a solution of ethyl (2S)-2-({[(2,2-dimethylpent-4-en-1-yl)(methyl)amino]carbonyl}amino)non-8-enoate (2.35 g, 6.67 mmol) in MeOH (20 mL), water (10 mL) and THF (30 mL). The reaction mixture was stirred for 3 hours at RT and then concentrated. A solution 5% potassium bisulfate was added, and the mixture was extracted with EtOAc (3×). The combined organic were washed with brine, dried over MgSO4, filtered and concentrated to give the title compound. LRMS (M+H)+=325.3.